From a dataset of the Open Reaction Database (ORD), a public repository of structured organic reaction records. describe an organic reaction: reactants, conditions, products, and yield RXN SMILES: [CH3:1][O:2][C:3](=[O:16])[C:4]1[CH:9]=[CH:8][C:7]([C:10](=[O:15])[CH2:11][N:12]=[N+]=[N-])=[CH:6][CH:5]=1.[ClH:17].[H][H]>CO.[Pd]>[ClH:17].[CH3:1][O:2][C:3](=[O:16])[C:4]1[CH:5]=[CH:6][C:7]([C:10](=[O:15])[CH2:11][NH2:12])=[CH:8][CH:9]=1 |f:5.6|. Yield: 86.7%. The reagents and catalysts are [Pd] (palladium on carbon). The reactants are COC(C1=CC=C(C=C1)C(CN=[N+]=[N-])=O)=O (4(2-Azido-acetyl)-benzoic acid methyl ester), Cl (hydrochloric acid), [H][H] (hydrogen). Reported procedure: 4(2-Azido-acetyl)-benzoic acid methyl ester (6.53 mmol) was suspended in methanol (30 ml) and aqueous hydrochloric acid (6.53 mmol, 1M) was added. A catalytic amount of palladium on carbon (10% wt) was added and the reaction stirred over an atmosphere of hydrogen for 3 h. The reaction was filtered and the solvent removed in vacuo to give the title compound (1.3 g) as a yellow solid m/z=194 in MS ES+, which was used in the next step without purification. Yields the product Cl.COC(C1=CC=C(C=C1)C(CN)=O)=O (4-(2-Amino-acetyl)-benzoic acid methyl ester hydrochloride). The solvent is CO (methanol). The reactants are CC(C)(C)OC(=O)NC(CO)c1nc2cc(Br)ccc2[nH]1, CCOC(C)=O, Cl, C1COCCO1. Yields the product NC(CO)c1nc2cc(Br)ccc2[nH]1. Reaction SMILES: [C:1]([O:2][C:3]([CH3:4])([CH3:5])[CH3:6])(=[O:7])[NH:8][CH:9]([CH2:10][OH:11])[c:12]1[n:13][c:14]2[c:15]([nH:16]1)[cH:17][cH:18][c:19]([Br:21])[cH:20]2.[CH3:23][CH2:24][O:25][C:26](=[O:27])[CH3:28].[ClH:22].[O:29]1[CH2:30][CH2:31][O:32][CH2:33][CH2:34]1>>[NH2:8][CH:9]([CH2:10][OH:11])[c:12]1[n:13][c:14]2[c:15]([nH:16]1)[cH:17][cH:18][c:19]([Br:21])[cH:20]2. Reactants: CN[C@@H]1C[C@H]2O[C@@](C)([C@@H]1OC)n1c3ccccc3c3c4c(c5c6ccccc6n2c5c31)C(=O)NC4 (staurosporine), CC(C)Cc1cc(C=O)n[nH]1. Reagents/catalysts: CC(C)[O-].CC(C)[O-].CC(C)[O-].CC(C)[O-].[Ti+4] (Ti(OiPr)4), CC(=O)O (acetic acid), CC(=O)O[BH-](OC(C)=O)OC(C)=O.[Na+] (Sodium triacetoxyborohydride). The solvent is CN1CCCC1=O (NMP), CN1CCCC1=O (NMP), CN1CCCC1=O (NMP), CN1CCCC1=O (NMP), CN1CCCC1=O (NMP), CN1CCCC1=O (NMP), CN1CCCC1=O (NMP). Run at temperature 22 celsius, time 18 hour. Product: CO[C@@H]1[C@@H](C[C@H]2O[C@]1(C)n3c4ccccc4c5c6CNC(=O)c6c7c8ccccc8n2c7c35)N(C)Cc9cc(CC(C)C)[nH]n9, CN[C@@H]1C[C@H]2O[C@@](C)([C@@H]1OC)n1c3ccccc3c3c4c(c5c6ccccc6n2c5c31)C(=O)NC4 (Staurosporine), CC(C)Cc1cc(C=O)n[nH]1. Reactants: amino acids, N[C@@H](CC1=CC=CC=C1)C(=O)O (phenylalanine), C1=CC=C2C(=C1)C(=O)C(C2=O)(O)O (ninhydrin), amino acid. Solvent: Cl (hydrochloric acid), Cl (hydrochloric acid). The product is N[C@@H](CC1=CC=CC=C1)C(=O)O (phenylalanine), CN[C@@H](C(C)C)C(=O)O (N-methylvaline). RXN SMILES: [NH2:1][C@H:2]([C:10]([OH:12])=[O:11])[CH2:3][C:4]1[CH:9]=[CH:8][CH:7]=[CH:6][CH:5]=1.C1C=[C:17]2C([C:21]([OH:25])([OH:24])[C:22](=O)[C:16]2=[CH:15]C=1)=O>Cl>[NH2:1][C@H:2]([C:10]([OH:12])=[O:11])[CH2:3][C:4]1[CH:9]=[CH:8][CH:7]=[CH:6][CH:5]=1.[CH3:2][NH:1][C@H:22]([C:21]([OH:25])=[O:24])[CH:16]([CH3:17])[CH3:15]. Reported procedure: Constituent amino acids: K-4 is hydrolyzed in 6N hydrochloric acid at 110° C. for 20 hours and the resulting mixture is analyzed by an amino acid automatic analyzer, whereby phenylalanine and an unidentified ninhydrin reaction-positive substance are detected. Separately, a solution of K-4 in 20% hydrochloric acid is stirred at 110° C. for 21 hours and then concentrated under reduced pressure. The residue is chromatographed on a column of silica gel (developing solvent: n-butanol:acetic acid:wate... The reactants are NC=1SC=C(N1)C(C(=O)NC1[C@@H]2N(C(=C(CS2)C=C)C(=O)OC(C)OC(=O)OCC)C1=O)=NO (1-ethoxycarbonyloxyethyl 7-[2-(2-aminothiazol-4-yl)-2-hydroxyiminoacetamido]-3-vinyl-3-cephem-4-carboxylate), C(C)(C)OC(C)C (diisopropyl ether), Cl (hydrochloric acid). Solvent: C(C)(=O)OCC (ethyl acetate), C(C)O (ethanol). Run at time 10 minute. Product: Cl.NC=1SC=C(N1)C(C(=O)NC1[C@@H]2N(C(=C(CS2)C=C)C(=O)OC(C)OC(=O)OCC)C1=O)=NO (1-ethoxycarbonyloxyethyl 7-[2-(2-aminothiazol-4-yl)-2-hydroxyiminoacetamido]-3-vinyl-3-cephem-4-carboxylate hydrochloride). As a reaction SMILES: [NH2:1][C:2]1[S:3][CH:4]=[C:5]([C:7](=[N:33][OH:34])[C:8]([NH:10][CH:11]2[C:31](=[O:32])[N:13]3[C:14]([C:20]([O:22][CH:23]([O:25][C:26]([O:28][CH2:29][CH3:30])=[O:27])[CH3:24])=[O:21])=[C:15]([CH:18]=[CH2:19])[CH2:16][S:17][C@H:12]23)=[O:9])[N:6]=1.[ClH:35].C(OC(C)C)(C)C>C(OCC)(=O)C.C(O)C>[ClH:35].[NH2:1][C:2]1[S:3][CH:4]=[C:5]([C:7](=[N:33][OH:34])[C:8]([NH:10][CH:11]2[C:31](=[O:32])[N:13]3[C:14]([C:20]([O:22][CH:23]([O:25][C:26]([O:28][CH2:29][CH3:30])=[O:27])[CH3:24])=[O:21])=[C:15]([CH:18]=[CH2:19])[CH2:16][S:17][C@H:12]23)=[O:9])[N:6]=1 |f:5.6|. Procedure: To a solution of DL-1-ethoxycarbonyloxyethyl 7-[2-(2-aminothiazol-4-yl)-2-hydroxyiminoacetamido]-3-vinyl-3-cephem-4-carboxylate (syn isomer) (1 g) in a mixture of ethyl acetate (50 ml) and ethanol (2 ml) was added concentrated hydrochloric acid (0.3 ml) under ice-cooling, and the mixture was stirred for 10 minutes at 0°-3° C. To the solution was added diisopropyl ether (50 ml), and the resulting precipitate was collected by filtration, washed with ethyl acetate and air-dried to give DL-1-ethoxyc... Reactants: 1A, NC1=C(C(=O)O)C=C(C(=C1)OC)OC (2-amino-4,5-dimethoxybenzoic acid), N1=CC=C(C=C1)C=O (pyridine-4-carbaldehyde). The product is COC1=CC(=C(C(=O)O)C=C1OC)NCC1=CC=NC=C1 (4,5-Dimethoxy-2-[(pyridin-4-ylmethyl)-amino]-benzoic acid). As a reaction SMILES: [NH2:1][C:2]1[CH:10]=[C:9]([O:11][CH3:12])[C:8]([O:13][CH3:14])=[CH:7][C:3]=1[C:4]([OH:6])=[O:5].[N:15]1[CH:20]=[CH:19][C:18]([CH:21]=O)=[CH:17][CH:16]=1>>[CH3:12][O:11][C:9]1[C:8]([O:13][CH3:14])=[CH:7][C:3]([C:4]([OH:6])=[O:5])=[C:2]([NH:1][CH2:21][C:18]2[CH:19]=[CH:20][N:15]=[CH:16][CH:17]=2)[CH:10]=1. Procedure: Prepared by a similar procedure as described for preparation 1A, starting from 2-amino-4,5-dimethoxybenzoic acid (Aldrich) and pyridine-4-carbaldehyde. 13C-NMR (DMSO-d6) δ 169.4, 154.8, 149.6, 149.0, 147.5, 138.9, 122.1, 114.6, 101.4, 95.5, 56.1, 55.2, 45.0.